The task is: describe an organic reaction: reactants, conditions, products, and yield. This data is from the Open Reaction Database (ORD), a public repository of structured organic reaction records. Reactants: CC(=O)O, Nc1ccccc1[N+](=O)[O-], O=C1CCC(=O)N1Br, O. The product is Nc1ccc(Br)cc1[N+](=O)[O-]. Reaction SMILES: [C:20]([OH:21])(=[O:22])[CH3:23].[N+:1](=[O:2])([O-:3])[c:4]1[c:5]([NH2:10])[cH:6][cH:7][cH:8][cH:9]1.[O:11]=[C:12]1[N:13]([Br:18])[C:14](=[O:15])[CH2:16][CH2:17]1.[OH2:19]>>[N+:1](=[O:2])([O-:3])[c:4]1[c:5]([NH2:10])[cH:6][cH:7][c:8]([Br:18])[cH:9]1. Starting materials: C(C)(C)(C)C=1C=C(CC2OC2)C=C(C1O)C(C)(C)C (3,5-di-tert.-butyl-4-hydroxybenzyl-oxirane), NC(=S)N (thiourea), O (water). The solvent is CO (methanol). The product is C(C)(C)(C)C=1C=C(CC2SC2)C=C(C1O)C(C)(C)C (3,5-di-tert.-butyl-4-hydroxybenzyl-thiirane). RXN SMILES: [C:1]([C:5]1[CH:6]=[C:7]([CH:12]=[C:13]([C:16]([CH3:19])([CH3:18])[CH3:17])[C:14]=1[OH:15])[CH2:8][CH:9]1[CH2:11]O1)([CH3:4])([CH3:3])[CH3:2].NC(N)=[S:22].O>CO>[C:1]([C:5]1[CH:6]=[C:7]([CH:12]=[C:13]([C:16]([CH3:19])([CH3:18])[CH3:17])[C:14]=1[OH:15])[CH2:8][CH:9]1[CH2:11][S:22]1)([CH3:4])([CH3:3])[CH3:2]. Procedure details: A solution of 26.2 g [0.10 mol] of 3,5-di-tert.-butyl-4-hydroxybenzyl-oxirane [Example 1] and 8.4 g [0.11 mol] of thiourea in 100 ml of methanol is stirred for 12 hours at room temperature and subsequently poured into water. Extraction of the aqueous phase with chloroform, drying over sodium sulphate and evaporation of the solvent yields crude 3,5-di-tert.-butyl-4-hydroxybenzyl-thiirane, which after recrystallization from petroleum ether melts at 62°-63° C. Reactants: CCCc1cc(C(=O)OC)ccc1OCc1ccccc1, CCO, [Na+], [OH-]. The product is CCCc1cc(C(=O)O)ccc1OCc1ccccc1. As a reaction SMILES: [CH2:1]([c:2]1[cH:3][cH:4][cH:5][cH:6][cH:7]1)[O:8][c:9]1[c:10]([CH2:19][CH2:20][CH3:21])[cH:11][c:12]([C:13](=[O:14])[O:15][CH3:16])[cH:17][cH:18]1.[CH3:24][CH2:25][OH:26].[Na+:23].[OH-:22]>>[CH2:1]([c:2]1[cH:3][cH:4][cH:5][cH:6][cH:7]1)[O:8][c:9]1[c:10]([CH2:19][CH2:20][CH3:21])[cH:11][c:12]([C:13](=[O:14])[OH:15])[cH:17][cH:18]1. Reactants: S(=O)(=O)(Cl)Cl (sulfuryl chloride), CNC(/C(=N/OC)/C1=C(C=CC=C1)OC1=CC=CC=C1)=O ((E)-N-methyl-2-(2-phenoxyphenyl)-2-methoxyiminoacetamide), resultant mixture. Solvent: O (water), ClCCl (dichloromethane). Product: CNC(/C(=N/OC)/C1=C(C=CC=C1)OC1=CC=C(C=C1)Cl)=O ((E)-N-methyl-2-[2-(4-chlorophenoxy)phenyl]-2-methoxyiminoacetamide). The yield is 68.1%. RXN SMILES: [CH3:1][NH:2][C:3](=[O:21])/[C:4](/[C:8]1[CH:13]=[CH:12][CH:11]=[CH:10][C:9]=1[O:14][C:15]1[CH:20]=[CH:19][CH:18]=[CH:17][CH:16]=1)=[N:5]/[O:6][CH3:7].S(Cl)([Cl:25])(=O)=O>ClCCl.O>[CH3:1][NH:2][C:3](=[O:21])/[C:4](/[C:8]1[CH:13]=[CH:12][CH:11]=[CH:10][C:9]=1[O:14][C:15]1[CH:16]=[CH:17][C:18]([Cl:25])=[CH:19][CH:20]=1)=[N:5]/[O:6][CH3:7]. Procedure: A solution of (E)-N-methyl-2-(2-phenoxyphenyl)-2-methoxyiminoacetamide (500 mg) in dichloromethane was cooled to 0° C., and sulfuryl chloride (285 mg) was dropwise added thereto. The resultant mixture was stirred at the same temperature for 2 hours, diluted with water and extracted with diethyl ether. The solvent was dried and removed, and the residue was subjected to HPLC with a mixture of hexane and ethyl acetate to give 382 mg of the objective compound. Starting materials: C(C)(=O)OCC(=O)Cl (2-chloro-2-oxoethyl acetate), NC=1SC2=NC(=CC=C2N1)OC=1C=C(C=CC1OC)NC(C1=CC(=CC=C1)C1(CC1)C#N)=O (N-{3-[(2-amino[1,3]thiazolo[5,4-b]pyridin-5-yl)oxy]-4-methoxyphenyl}-3-(1-cyanocyclopropyl)benzamide), N (ammonia), CO (Methanol). The reagents and catalysts are CN(C1=CC=NC=C1)C (N,N-dimethylpyridine-4-amine). The solvent is N1=CC=CC=C1 (pyridine). Run at time 2 hour. Yields the product C(#N)C1(CC1)C=1C=C(C(=O)NC2=CC(=C(C=C2)OC)OC2=CC=C3C(=N2)SC(=N3)NC(CO)=O)C=CC1 (3-(1-cyanocyclopropyl)-N-(3-{[2-(glycoloylamino)[1,3]thiazolo[5,4-b]pyridin-5-yl]oxy}-4-methoxyphenyl)benzamide). Isolated yield 35.5%. RXN SMILES: [NH2:1][C:2]1[S:3][C:4]2[C:9]([N:10]=1)=[CH:8][CH:7]=[C:6]([O:11][C:12]1[CH:13]=[C:14]([NH:20][C:21](=[O:33])[C:22]3[CH:27]=[CH:26][CH:25]=[C:24]([C:28]4([C:31]#[N:32])[CH2:30][CH2:29]4)[CH:23]=3)[CH:15]=[CH:16][C:17]=1[O:18][CH3:19])[N:5]=2.C([O:37][CH2:38][C:39](Cl)=[O:40])(=O)C.CO.N>N1C=CC=CC=1.CN(C)C1C=CN=CC=1>[C:31]([C:28]1([C:24]2[CH:23]=[C:22]([CH:27]=[CH:26][CH:25]=2)[C:21]([NH:20][C:14]2[CH:15]=[CH:16][C:17]([O:18][CH3:19])=[C:12]([O:11][C:6]3[N:5]=[C:4]4[S:3][C:2]([NH:1][C:38](=[O:37])[CH2:39][OH:40])=[N:10][C:9]4=[CH:8][CH:7]=3)[CH:13]=2)=[O:33])[CH2:30][CH2:29]1)#[N:32]. Reported procedure: To a solution of N-{3-[(2-amino[1,3]thiazolo[5,4-b]pyridin-5-yl)oxy]-4-methoxyphenyl}-3-(1-cyanocyclopropyl)benzamide (313 mg, 683 μmol) produced in Example C1(vii) in pyridine (10 mL) were added 2-chloro-2-oxoethyl acetate (254 mg, 1.86 mmol) and N,N-dimethylpyridine-4-amine (85 mg, 696 μmol), and the mixture was stirred at room temperature for 2 hr. Methanol (10 mL) was added to the reaction solution, the mixture was stirred for 1 hr, conc. aqueous ammonia (4 mL) was added, and the mixture was... The reactants are ClC=1C=C(CN2C(C3=C(C(N(C(=C3CC2)CC)C)=O)OC)=O)C=CC1F (2-(3-Chloro-4-fluorobenzyl)-5-ethyl-8-methoxy-6-methyl-2,3,4,6-tetrahydro-2,6-naphthyridine-1,7-dione), [N+](=[N-])=C (diazomethane). The reagents and catalysts are C(C)(=O)[O-].[Pd+2].C(C)(=O)[O-] (palladium (II) acetate). The solvent is C(C)OCC (diethyl ether), C(C)OCC (diethyl ether). Reaction conditions: time 30 minute. The product is ClC=1C=C(CN2C(C3=C(C(N(C(=C3CC2)C2CC2)C)=O)O)=O)C=CC1F (2-(3-Chloro-4-fluorobenzyl)-5-cyclopropyl-8-hydroxy-6-methyl-2,3,4,6-tetrahydro-2,6-naphthyridine-1,7-dione). Reaction SMILES: [Cl:1][C:2]1[CH:3]=[C:4]([CH:23]=[CH:24][C:25]=1[F:26])[CH2:5][N:6]1[CH2:15][CH2:14][C:13]2[C:8](=[C:9]([O:20]C)[C:10](=[O:19])[N:11]([CH3:18])[C:12]=2[CH2:16][CH3:17])[C:7]1=[O:22].[N+](=[CH2:29])=[N-]>C(OCC)C.C([O-])(=O)C.[Pd+2].C([O-])(=O)C>[Cl:1][C:2]1[CH:3]=[C:4]([CH:23]=[CH:24][C:25]=1[F:26])[CH2:5][N:6]1[CH2:15][CH2:14][C:13]2[C:8](=[C:9]([OH:20])[C:10](=[O:19])[N:11]([CH3:18])[C:12]=2[CH:16]2[CH2:29][CH2:17]2)[C:7]1=[O:22] |f:3.4.5|. Procedure details: To a cold (0° C.) solution of 2-(3-chloro-4-fluorobenzyl)-5-vinyl-8-methoxy-6-methyl-2,3,4,6-tetrahydro-2,6-naphthyridine-1,7-dione (0.12 g, 0.32 mmol; Example 83, step 2) in diethyl ether (5 mL), a solution of diazomethane (˜3 mmol) in diethyl ether was added. Catalytic amount of palladium (II) acetate was added and the mixture was stirred at the same temperature for 30 minutes. The product mixture was filtered and concentrated under vacuum. The residue was subjected to preparative reverse phas... Reactants: C(C)(C)C=1C=CC(=NC1)S(=O)(=O)N(C1=CC=C(C=C1)C)CC(=O)O ([(5-isopropyl-pyridine-2-sulfonyl)-p-tolyl-amino]-acetic acid), C(C)NCC1=NC(=CC=C1)C (ethyl-(6-methyl-pyridin-2-ylmethyl)-amine). Product: C(C)N(C(CN(C1=CC=C(C=C1)C)S(=O)(=O)C1=NC=C(C=C1)C(C)C)=O)CC1=NC(=CC=C1)C (N-Ethyl-2-[(5-isopropyl-pyridine-2-sulfonyl)-p-tolyl-amino]-N-(6-methyl-pyridin-2-ylmethyl)-acetamide). RXN SMILES: [CH:1]([C:4]1[CH:5]=[CH:6][C:7]([S:10]([N:13]([CH2:21][C:22]([OH:24])=O)[C:14]2[CH:19]=[CH:18][C:17]([CH3:20])=[CH:16][CH:15]=2)(=[O:12])=[O:11])=[N:8][CH:9]=1)([CH3:3])[CH3:2].[CH2:25]([NH:27][CH2:28][C:29]1[CH:34]=[CH:33][CH:32]=[C:31]([CH3:35])[N:30]=1)[CH3:26]>>[CH2:25]([N:27]([CH2:28][C:29]1[CH:34]=[CH:33][CH:32]=[C:31]([CH3:35])[N:30]=1)[C:22](=[O:24])[CH2:21][N:13]([S:10]([C:7]1[CH:6]=[CH:5][C:4]([CH:1]([CH3:2])[CH3:3])=[CH:9][N:8]=1)(=[O:11])=[O:12])[C:14]1[CH:19]=[CH:18][C:17]([CH3:20])=[CH:16][CH:15]=1)[CH3:26]. Procedure: prepared by reaction of [(5-isopropyl-pyridine-2-sulfonyl)-p-tolyl-amino]-acetic acid with ethyl-(6-methyl-pyridin-2-ylmethyl)-amine The reactants are c1(ccccc1)CN, C1CCOC1.B, C1CN(C[C@@H](C1=O)O)S(=O)(=O)C. The reagents and catalysts are c1ccc(cc1)-c2c3ccccc3cc4ccccc24 (9-Phenylanthracene). Conditions: temperature 25 celsius, time 18 hour. Product: CS(=O)(=O)N1CC[C@@H](N)[C@@H](O)C1. Reaction SMILES: [CH3:1][S:2]([N:5]1[CH2:11][C@H:9]([OH:10])[C:8](=O)[CH2:7][CH2:6]1)(=[O:4])=[O:3].[NH2:12]Cc1ccccc1.B.C1COCC1>>[CH3:1][S:2]([N:5]1[CH2:11][C@H:9]([OH:10])[C@H:8]([NH2:12])[CH2:7][CH2:6]1)(=[O:4])=[O:3].